From a dataset of the Open Reaction Database (ORD), a public repository of structured organic reaction records. describe an organic reaction: reactants, conditions, products, and yield Reactants: 5-acetylthio, C1(CCCC1)C1(C(C2=C(C(=C(C=C2C1)SC(C)=O)Cl)Cl)=O)C ((2RS)-2-cyclopentyl-2-methyl-5-acetylthio-6,7-dichloroindan-1-one), CO (methanol), aqueous solution, [OH-].[Na+] (sodium hydroxide). Run in O1CCCC1 (tetrahydrofuran). Reaction conditions: time 20 minute. Yields the product C1(CCCC1)C1(C(C2=C(C(=C(C=C2C1)S)Cl)Cl)=O)C ((2RS)-2-cyclopentyl-2-methyl-5-mercapto-6,7-dichloroindan-1-one). RXN SMILES: [CH:1]1([C:6]2([CH3:22])[CH2:14][C:13]3[C:8](=[C:9]([Cl:20])[C:10]([Cl:19])=[C:11]([S:15]C(=O)C)[CH:12]=3)[C:7]2=[O:21])[CH2:5][CH2:4][CH2:3][CH2:2]1.CO.[OH-].[Na+]>O1CCCC1>[CH:1]1([C:6]2([CH3:22])[CH2:14][C:13]3[C:8](=[C:9]([Cl:20])[C:10]([Cl:19])=[C:11]([SH:15])[CH:12]=3)[C:7]2=[O:21])[CH2:2][CH2:3][CH2:4][CH2:5]1 |f:2.3|. Procedure details: To a solution of 300 mg of 5-acetylthio compound prepared in (2) in the mixture of 1.3 ml of methanol and 0.6 ml of tetrahydrofuran was dropped 1.35 ml of 5% aqueous solution of sodium hydroxide and the mixture was stirred for 20 minutes at ambient and then concentrated under reduced pressure. 2 ml of water was added to the residue and the mixture was acidified to pH 1 with 1N hydrochloric acid under cooled with ice. The mixture was extracted with diethyl ether and the extract was washed success... Reactants: COC=1C=C(CC2=NC=NN2C2=NC(=NC(=C2)C#CC2=NC=C(C=C2)C)C)C=CC1OC (4-(5-(3,4-dimethoxybenzyl)-1H-1,2,4-triazol-1-yl)-2-methyl-6-((5-methylpyridin-2-yl)ethynyl)pyrimidine). The reagents and catalysts are [Pd] (palladium on carbon). The solvent is ClCCl (dichloromethane), C(C)O (ethanol). The product is COC=1C=C(CC2=NC=NN2C2=NC(=NC(=C2)CCC2=NC=C(C=C2)C)C)C=CC1OC (4-(5-(3,4-dimethoxybenzyl)-1H-1,2,4-triazol-1-yl)-2-methyl-6-(2-(5-methylpyridin-2-yl)ethyl)pyrimidine). RXN SMILES: [CH3:1][O:2][C:3]1[CH:4]=[C:5]([CH:28]=[CH:29][C:30]=1[O:31][CH3:32])[CH2:6][C:7]1[N:11]([C:12]2[CH:17]=[C:16]([C:18]#[C:19][C:20]3[CH:25]=[CH:24][C:23]([CH3:26])=[CH:22][N:21]=3)[N:15]=[C:14]([CH3:27])[N:13]=2)[N:10]=[CH:9][N:8]=1>ClCCl.C(O)C.[Pd]>[CH3:1][O:2][C:3]1[CH:4]=[C:5]([CH:28]=[CH:29][C:30]=1[O:31][CH3:32])[CH2:6][C:7]1[N:11]([C:12]2[CH:17]=[C:16]([CH2:18][CH2:19][C:20]3[CH:25]=[CH:24][C:23]([CH3:26])=[CH:22][N:21]=3)[N:15]=[C:14]([CH3:27])[N:13]=2)[N:10]=[CH:9][N:8]=1. Procedure: A slurry of 4-(5-(3,4-dimethoxybenzyl)-1H-1,2,4-triazol-1-yl)-2-methyl-6-((5-methylpyridin-2-yl)ethynyl)pyrimidine (1-4, 80 mg, 0.188 mmol, 1.0 eq.) in a mixture of dichloromethane (3 ml) and ethanol (3 ml) was treated with palladium on carbon (60 mg, 0.564 mmol, 3.0 eq.) under a hydrogen balloon for 4 hours. The reaction mixture was filtered through C-lite, and the C-lite was washed with dichloromethane (3×100 mL). The filtrate was concentrated and purified by reverse phase liquid chromatograph... Reactants: [O-]P(=O)([O-])[O-].[O-]P(=O)([O-])[O-].[O-]P(=O)([O-])[O-].[F-].[Ca+2].[Ca+2].[Ca+2].[Ca+2].[Ca+2] (phosphate rock), [O-]P(=O)([O-])[O-].[O-]P(=O)([O-])[O-].[O-]P(=O)([O-])[O-].[F-].[Ca+2].[Ca+2].[Ca+2].[Ca+2].[Ca+2] (phosphate rock), lime, [OH-].[Ca+2].[OH-].O (milk of lime), [O-]P(=O)([O-])[O-].[O-]P(=O)([O-])[O-].[O-]P(=O)([O-])[O-].[F-].[Ca+2].[Ca+2].[Ca+2].[Ca+2].[Ca+2] (phosphate rock), solids, acid. Run in O (water), O (water), O (water), O (water), O (water). Product: O.[O-]P(=O)([O-])[O-].[O-]P(=O)([O-])[O-].[O-]P(=O)([O-])[O-].[F-].[Ca+2].[Ca+2].[Ca+2].[Ca+2].[Ca+2] (water phosphate rock). Reaction SMILES: [O-:1][P:2]([O-:5])([O-:4])=[O:3].[O-:6][P:7]([O-:10])([O-:9])=[O:8].[O-:11][P:12]([O-:15])([O-:14])=[O:13].[F-:16].[Ca+2:17].[Ca+2].[Ca+2].[Ca+2].[Ca+2].[OH-].[Ca+2].[OH-].O>O>[OH2:1].[O-:8][P:7]([O-:10])([O-:9])=[O:6].[O-:13][P:12]([O-:15])([O-:14])=[O:11].[O-:3][P:2]([O-:5])([O-:4])=[O:1].[F-:16].[Ca+2:17].[Ca+2:17].[Ca+2:17].[Ca+2:17].[Ca+2:17] |f:0.1.2.3.4.5.6.7.8,9.10.11.12,14.15.16.17.18.19.20.21.22.23|. Procedure details: Having reference to the specific embodiment presented schematically in FIG. 1, 268 gallons per minute of acid waste water having a pH of approximately 1.8 is contacted in spiral classifier 12 with 200 tons per hour of raw phosphate rock having a particle size distribution as shown in Table III. The raw phosphate rock feed from conveyor 10 has approximately 12% water and 88% solids. A counter-flow of 44 tons (176 GPM) of acid waste water having less than about 1% solids, overflows the wier of spi... The reactants are CS(C)=O, CN1CCN(c2nccnc2Cl)CC1, [Na+], [OH-], O. Yields the product CN1CCN(c2ncc[nH]c2=O)CC1. RXN SMILES: [CH3:18][S:19]([CH3:20])=[O:21].[Cl:3][c:4]1[c:5]([N:10]2[CH2:11][CH2:12][N:13]([CH3:16])[CH2:14][CH2:15]2)[n:6][cH:7][cH:8][n:9]1.[Na+:2].[OH-:1].[OH2:17]>>[O:1]=[c:4]1[c:5]([N:10]2[CH2:11][CH2:12][N:13]([CH3:16])[CH2:14][CH2:15]2)[n:6][cH:7][cH:8][nH:9]1.